Dataset: the Open Reaction Database (ORD), a public repository of structured organic reaction records. Task: describe an organic reaction: reactants, conditions, products, and yield Reactants: C(C#C)Br (propargyl bromide), N1C=NC2=C1C=CC=C2 (1H-benzimidazole), solution, CC(C)([O-])C.[K+] (potassium tert-butoxide), O1CCCC1 (tetrahydrofuran), N (NH3), C([O-])(O)=O.[Na+] (sodium bicarbonate). Run in CN(C=O)C (N,N-dimethylformamide). Reaction conditions: time 30 minute. Product: C(C#C)N1C=NC2=C1C=CC=C2 (1-prop-2-ynyl-1H-benzimidazole). Reaction SMILES: [NH:1]1[C:5]2[CH:6]=[CH:7][CH:8]=[CH:9][C:4]=2[N:3]=[CH:2]1.[CH3:10][C:11](C)([O-])[CH3:12].[K+].O1CCCC1.C(Br)C#C.C(=O)(O)[O-].[Na+].N>CN(C)C=O>[CH2:12]([N:1]1[C:5]2[CH:6]=[CH:7][CH:8]=[CH:9][C:4]=2[N:3]=[CH:2]1)[C:11]#[CH:10] |f:1.2,5.6|. Procedure details: To a solution of 1H-benzimidazole (1.0 g, 8.46 mmol) in N,N-dimethylformamide (12 mL) was added a 1M solution of potassium tert-butoxide in tetrahydrofuran (8.04 mL, 8.04 mmol). The solution was stirred at room temperature for about 10 min, before propargyl bromide (0.940 mL, 8.46 mmol) was added dropwise. The solution was stirred at room temperature for about 30 min, poured into a cooled saturated aqueous solution of sodium bicarbonate and was extracted with dichloromethane. The combined organi... Starting materials: C(C1=CC=CC=C1)OC1(CC1)C1=CC=C(C=C1)C#CC1=CC=C(C=C1)CC(=O)OC (methyl {4-[4-(1-benzyloxycyclopropyl)-phenylethynyl]-phenyl}-acetate), C(C1=CC=CC=C1)OC1(CC1)C1=CC=C(C=C1)C#CC1=CC=C(C=C1)CC(=O)OC (methyl {4-[4-(1-benzyloxycyclopropyl)-phenylethynyl]-phenyl}-acetate), C(C1=CC=CC=C1)(=O)O.C(C)OC(C1=CC=C(C=C1)I)=O (ethyl-4-iodo-benzoate benzoate), C(C1=CC=CC=C1)(=O)O.C(C)OC(C1=CC=C(C=C1)I)=O (ethyl-4-iodo-benzoate benzoate). The reagents and catalysts are [Cu]I (copper(I)iodide), Cl[Pd]([P](C1=CC=CC=C1)(C2=CC=CC=C2)C3=CC=CC=C3)([P](C4=CC=CC=C4)(C5=CC=CC=C5)C6=CC=CC=C6)Cl (Dichlorobis(triphenylphosphine)palladium(II)). The solvent is C(C)N(CC)CC (triethylamine). Conditions: time 8 hour. The product is EtOAc-hexanes, C(C1=CC=CC=C1)OC1(CC1)C1=C(C=C(C=C1)C#CC1=CC=C(C(=O)OCC)C=C1)C (Ethyl 4-[4-(1-benzyloxycyclopropyl)-3-methyl-phenylethynyl]-benzoate). Yield: 48.7%. RXN SMILES: [CH2:1]([O:8][C:9]1([C:12]2[CH:17]=[CH:16][C:15]([C:18]#[C:19][C:20]3[CH:25]=[CH:24][C:23](CC(OC)=O)=[CH:22][CH:21]=3)=[CH:14][CH:13]=2)[CH2:11][CH2:10]1)[C:2]1[CH:7]=[CH:6][CH:5]=[CH:4][CH:3]=1.[C:31](O)(=O)C1C=CC=CC=1.[CH2:40]([O:42][C:43](=[O:51])C1C=CC(I)=CC=1)[CH3:41]>C(N(CC)CC)C.[Cu]I.Cl[Pd](Cl)([P](C1C=CC=CC=1)(C1C=CC=CC=1)C1C=CC=CC=1)[P](C1C=CC=CC=1)(C1C=CC=CC=1)C1C=CC=CC=1>[CH2:1]([O:8][C:9]1([C:12]2[CH:13]=[CH:14][C:15]([C:18]#[C:19][C:20]3[CH:25]=[CH:24][C:23]([C:43]([O:42][CH2:40][CH3:41])=[O:51])=[CH:22][CH:21]=3)=[CH:16][C:17]=2[CH3:31])[CH2:10][CH2:11]1)[C:2]1[CH:3]=[CH:4][CH:5]=[CH:6][CH:7]=1 |f:1.2,^1:63,82|. Reported procedure: Using General Procedure F; 1-ethynyl-4-(1-benzyloxycyclopropyl)-3-methyl-benzene (Intermediate 76, 90.0 mg, 0.34 mmol) and ethyl-4-iodo benzoate (Reagent A, 95.0 mg, 0.34 mmol) in triethylamine (6 mL) was treated with copper(I)iodide (23.0 mg, 0.12 mmol) and sparged with argon for 5 minutes. Dichlorobis(triphenylphosphine)palladium(II) (80 mg, 0.11 mmol) was added and the reaction mixture was stirred overnight at room temperature. Column chromatography (2-4% EtOAc-hexanes) afforded 68.0 mg (54%)...